Dataset: the Open Reaction Database (ORD), a public repository of structured organic reaction records. Task: describe an organic reaction: reactants, conditions, products, and yield Starting materials: Teflon, C(C)S(=O)(=O)N1CCC(CC1)(CC(C)C)CN (1-[1-(ethylsulfonyl)-4-isobutylpiperidin-4-yl]methanamine), N=C=N (carbodiimide), ClC1=C(C(=O)O)C=CC(=C1)C(F)(F)F (2-chloro-4-(trifluoromethyl)benzoic acid). The solvent is ClCCl (dichloromethane). Run at time 0.5 hour. Yields the product ClC1=C(C(=O)NCC2(CCN(CC2)S(=O)(=O)CC)CC(C)C)C=CC(=C1)C(F)(F)F (2-chloro-N-{[1-(ethylsulfonyl)-4-isobutylpiperidin-4-yl]methyl}-4-(trifluoromethyl)benzamide). RXN SMILES: [CH2:1]([S:3]([N:6]1[CH2:11][CH2:10][C:9]([CH2:16][NH2:17])([CH2:12][CH:13]([CH3:15])[CH3:14])[CH2:8][CH2:7]1)(=[O:5])=[O:4])[CH3:2].N=C=N.[Cl:21][C:22]1[CH:30]=[C:29]([C:31]([F:34])([F:33])[F:32])[CH:28]=[CH:27][C:23]=1[C:24](O)=[O:25]>ClCCl>[Cl:21][C:22]1[CH:30]=[C:29]([C:31]([F:32])([F:33])[F:34])[CH:28]=[CH:27][C:23]=1[C:24]([NH:17][CH2:16][C:9]1([CH2:12][CH:13]([CH3:14])[CH3:15])[CH2:8][CH2:7][N:6]([S:3]([CH2:1][CH3:2])(=[O:4])=[O:5])[CH2:11][CH2:10]1)=[O:25]. Reported procedure: In a large glass container with a Teflon cap was placed 1-[1-(ethylsulfonyl)-4-isobutylpiperidin-4-yl]methanamine (5) (670 mg, 2.55 mmol). This was dissolved in dichloromethane (50 ml) and PS-carbodiimide resin (5.11 mmol) was then added along with 2-chloro-4-(trifluoromethyl)benzoic acid (688 mg, 3.06 mmol). The lid was sealed and the bottle was shaken for 0.5 hours. The resin was filtered off and washed with EtOAc (3×25 ml). The organics were concentrated in vacuo to give an off white solid. T... The reactants are COC(CC1=CC=C(C=C1)Br)=O ((4-Bromo-phenyl)acetic acid methyl ester), C([O-])(O)=O.[Na+] (sodium bicarbonate), C(C)C(CC)(C1=CC(=C(C=C1)C#CC(C(F)(F)F)(C(F)(F)F)OCOC)C)C1=CC(=C(C=C1)B1OC(C(O1)(C)C)(C)C)C (2-(4-{1-ethyl-1-[3-methyl-4-(4,4,4-trifluoro-3-methoxymethoxy-3-trifluoromethyl-1-butynyl)-phenyl]-propyl}-2-methyl-phenyl)-4,4,5,5-tetramethyl-[1,3,2]dioxaborolane), C1(CCCCC1)P(C1=C(C=CC=C1)C1=C(C=CC=C1OC)OC)C1CCCCC1 (2-dicyclohexylphosphino-2′,6′-dimethoxy-1,1′-biphenyl), P(=O)([O-])([O-])[O-].[K+].[K+].[K+] (potassium phosphate). Reagents/catalysts: C(C)(=O)[O-].[Pd+2].C(C)(=O)[O-] (palladium acetate). The solvent is O (water), C1(=CC=CC=C1)C (toluene). Run at temperature 100 celsius, time 1 hour. Product: COC(CC1=CC=C(C=C1)C1=C(C=C(C=C1)C(CC)(C1=CC(=C(C=C1)C#CC(C(F)(F)F)(C(F)(F)F)OCOC)C)CC)C)=O ((4′-{1-ethyl-1-[3-methyl-4-(4,4,4-trifluoro-3-methoxymethoxy-3-trifluoromethyl-1-butynyl)-phenyl]-propyl}-2′-methyl-biphenyl-4-yl)-acetic Acid Methyl Ester). The yield is 86.3%. RXN SMILES: [CH3:1][O:2][C:3](=[O:12])[CH2:4][C:5]1[CH:10]=[CH:9][C:8](Br)=[CH:7][CH:6]=1.C1(P(C2CCCCC2)C2C=CC=CC=2C2C(OC)=CC=CC=2OC)CCCCC1.P([O-])([O-])([O-])=O.[K+].[K+].[K+].[CH2:50]([C:52]([C:77]1[CH:82]=[CH:81][C:80](B2OC(C)(C)C(C)(C)O2)=[C:79]([CH3:92])[CH:78]=1)([C:55]1[CH:60]=[CH:59][C:58]([C:61]#[C:62][C:63]([O:72][CH2:73][O:74][CH3:75])([C:68]([F:71])([F:70])[F:69])[C:64]([F:67])([F:66])[F:65])=[C:57]([CH3:76])[CH:56]=1)[CH2:53][CH3:54])[CH3:51].C(=O)(O)[O-].[Na+]>C1(C)C=CC=CC=1.C([O-])(=O)C.[Pd+2].C([O-])(=O)C.O>[CH3:1][O:2][C:3](=[O:12])[CH2:4][C:5]1[CH:10]=[CH:9][C:8]([C:80]2[CH:81]=[CH:82][C:77]([C:52]([CH2:53][CH3:54])([C:55]3[CH:60]=[CH:59][C:58]([C:61]#[C:62][C:63]([O:72][CH2:73][O:74][CH3:75])([C:68]([F:71])([F:70])[F:69])[C:64]([F:67])([F:66])[F:65])=[C:57]([CH3:76])[CH:56]=3)[CH2:50][CH3:51])=[CH:78][C:79]=2[CH3:92])=[CH:7][CH:6]=1 |f:2.3.4.5,7.8,10.11.12|. Procedure: (4-Bromo-phenyl)acetic acid methyl ester (Tetrahedron Letters 44 (2003) 331-334; 28 mg, 0.122 mmol), palladium acetate (1.8 mg, 0.008 mmol), 2-dicyclohexylphosphino-2′,6′-dimethoxy-1,1′-biphenyl (6.6 mg, 0.016 mmol), potassium phosphate (52 mg, 0.246 mmol) and water (0.1 mL) were added to a solution of 2-(4-{1-ethyl-1-[3-methyl-4-(4,4,4-trifluoro-3-methoxymethoxy-3-trifluoromethyl-1-butynyl)-phenyl]-propyl}-2-methyl-phenyl)-4,4,5,5-tetramethyl-[1,3,2]dioxaborolane (Example 25-(4); 50 mg, 0.082 m... The reactants are OC(CS(=O)(=O)C=1C=C(C=C(C1OCCC)OCCBr)[C@@H]1O[C@H](CC1)C1=CC(=C(C(=C1)OC)OC)OC)C (trans-2-[3-(2-Hydroxy-n-propylsulfonyl)-4-n-propoxy-5-(2-bromoethoxy)phenyl]-5-(3,4,5-trimethoxyphenyl)tetrahydrofuran), N1C=NC=C1 (imidazole), C([O-])([O-])=O.[K+].[K+] (potassium carbonate). The solvent is CC(=O)C (acetone). Conditions: temperature 55 celsius, time 42 hour. Yields the product OC(CS(=O)(=O)C=1C=C(C=C(C1OCCC)OCCN1C=NC=C1)[C@@H]1O[C@H](CC1)C1=CC(=C(C(=C1)OC)OC)OC)C (trans-2-[3-(2-Hydroxy-n-propylsulfonyl)-4-n-propoxy-5-{2-(1-imidazolyl)ethoxy}phenyl]-5-(3,4,5-trimethoxyphenyl)tetrahydrofuran). Reaction SMILES: [OH:1][CH:2]([CH3:38])[CH2:3][S:4]([C:7]1[CH:8]=[C:9]([C@H:21]2[CH2:25][CH2:24][C@H:23]([C:26]3[CH:31]=[C:30]([O:32][CH3:33])[C:29]([O:34][CH3:35])=[C:28]([O:36][CH3:37])[CH:27]=3)[O:22]2)[CH:10]=[C:11]([O:17][CH2:18][CH2:19]Br)[C:12]=1[O:13][CH2:14][CH2:15][CH3:16])(=[O:6])=[O:5].[NH:39]1[CH:43]=[CH:42][N:41]=[CH:40]1.C(=O)([O-])[O-].[K+].[K+]>CC(C)=O>[OH:1][CH:2]([CH3:38])[CH2:3][S:4]([C:7]1[CH:8]=[C:9]([C@H:21]2[CH2:25][CH2:24][C@H:23]([C:26]3[CH:31]=[C:30]([O:32][CH3:33])[C:29]([O:34][CH3:35])=[C:28]([O:36][CH3:37])[CH:27]=3)[O:22]2)[CH:10]=[C:11]([O:17][CH2:18][CH2:19][N:39]2[CH:43]=[CH:42][N:41]=[CH:40]2)[C:12]=1[O:13][CH2:14][CH2:15][CH3:16])(=[O:6])=[O:5] |f:2.3.4|. Reported procedure: A mixture of trans-2-[3-(2-hydroxy-n-propylsulfonyl)-4-n-propoxy-5-(2-bromoethoxy)phenyl]-5-(3,4,5-trimethoxyphenyl)tetrahydrofuran (45 mg, 0.073 mmol) (Example 19A), imidazole (25 mg, 0.36 mmol) and potassium carbonate (50 mg, 0.36 mmol) in acetone (2 mL) was heated with stirring at 55° C. under nitrogen for 42 h. The reaction mixture was evaporated and the residue was partitioned between dichloromethane and water. The organic layer was washed with water and brine, dried, and evaporated to a re... Run at time 8 hour. Run in O1CCCC1 (tetrahydrofuran). Isolated yield 98.8%. Product: C(C1=CC=CC=C1)OC1=CC=C(C(=C1C(C)=O)OC)OC1=C2CCCC2=C(C=C1C)[N+](=O)[O-] (1-[6-Benzyloxy-2-methoxy-3-(5-methyl-7-nitroindan-4-yloxy)phenyl]ethanone). As a reaction SMILES: [CH2:1]([O:8][C:9]1[C:14]([C:15](=[O:17])[CH3:16])=[C:13]([OH:18])[C:12]([O:19][C:20]2[C:28]([CH3:29])=[CH:27][C:26]([N+:30]([O-:32])=[O:31])=[C:25]3[C:21]=2[CH2:22][CH2:23][CH2:24]3)=[CH:11][CH:10]=1)[C:2]1[CH:7]=[CH:6][CH:5]=[CH:4][CH:3]=1.[C:33](=O)([O-])[O-].[Cs+].[Cs+].CI>O1CCCC1>[CH2:1]([O:8][C:9]1[C:14]([C:15](=[O:17])[CH3:16])=[C:13]([O:18][CH3:33])[C:12]([O:19][C:20]2[C:28]([CH3:29])=[CH:27][C:26]([N+:30]([O-:32])=[O:31])=[C:25]3[C:21]=2[CH2:22][CH2:23][CH2:24]3)=[CH:11][CH:10]=1)[C:2]1[CH:7]=[CH:6][CH:5]=[CH:4][CH:3]=1 |f:1.2.3|. Procedure details: To a solution of 1-[6-benzyloxy-2-hydroxy-3-(5-methyl-7-nitroindan-4-yloxy)phenyl]ethanone (10.0 g) in tetrahydrofuran (15 mL) was added cesium carbonate (7.53 g) under ice-cooling, and then was added dropwise methyl iodide (2.88 mL). After stirring at room temperature overnight, the reaction mixture was evaporated under reduced pressure to dryness. Adding ethyl acetate (30 mL), the mixture was stirred for 30 min. The insoluble material was removed by filtration. The filtrate was evaporated unde... The reactants are C(C1=CC=CC=C1)OC1=CC=C(C(=C1C(C)=O)O)OC1=C2CCCC2=C(C=C1C)[N+](=O)[O-] (1-[6-benzyloxy-2-hydroxy-3-(5-methyl-7-nitroindan-4-yloxy)phenyl]ethanone), C([O-])([O-])=O.[Cs+].[Cs+] (cesium carbonate), CI (methyl iodide). The reactants are IC1=CC=C(O1)P(OCC)(=O)OCC (diethyl 5-iodo-2-furanphosphonate), FC1=CC=C(C=C1)B(O)O (4-fluorophenylboronic acid), C(C)(C)N(CC)C(C)C (diisopropylethylamine). Reagents/catalysts: CC#N.CC#N.Cl[Pd]Cl (bis(acetonitrile)dichloropalladium(II)). Solvent: CN(C)C=O (DMF). Run at temperature 75 celsius. Product: FC1=CC=C(C=C1)C1=CC=C(O1)P(OCC)(=O)OCC (diethyl 5-(4-fluorophenyl)-2-furanphosphonate). As a reaction SMILES: I[C:2]1[O:6][C:5]([P:7]([O:12][CH2:13][CH3:14])(=[O:11])[O:8][CH2:9][CH3:10])=[CH:4][CH:3]=1.[F:15][C:16]1[CH:21]=[CH:20][C:19](B(O)O)=[CH:18][CH:17]=1.C(N(C(C)C)CC)(C)C>CN(C=O)C.CC#N.CC#N.Cl[Pd]Cl>[F:15][C:16]1[CH:21]=[CH:20][C:19]([C:2]2[O:6][C:5]([P:7]([O:12][CH2:13][CH3:14])(=[O:11])[O:8][CH2:9][CH3:10])=[CH:4][CH:3]=2)=[CH:18][CH:17]=1 |f:4.5.6|. Reported procedure: A mixture of diethyl 5-iodo-2-furanphosphonate (1 mmol), 4-fluorophenylboronic acid (2 mmol), diisopropylethylamine (DIEA) (4 mmol) and bis(acetonitrile)dichloropalladium(II) (0.05 mmol) in 6 mL DMF was heated at 75° C. for 16 h. Extraction and chromatography provided diethyl 5-(4-fluorophenyl)-2-furanphosphonate as an oil. Product: OC(CCC1C(CN(CC1)CCSC=1SC=CC1)C(=O)O)C1=C(C=NC2=CC=C(C=C12)OC)Cl (4-[3-hydroxy-3-(3-chloro-6-methoxyquinolin-4-yl)propyl]-1-[2-(2-thienylsulfanyl)ethyl]piperidine-3-carboxylic acid). The reactants are [OH-].[Na+] (sodium hydroxide), OC(CCC1C(CN(CC1)CCSC=1SC=CC1)C(=O)OC)C1=C(C=NC2=CC=C(C=C12)OC)Cl (methyl 4-[3-hydroxy-3-(3-chloro-6-methoxyquinolin-4-yl)propyl]-1-[2-(2-thienylsulfanyl)ethyl]piperidine-3-carboxylate), ester. The solvent is O1CCOCC1 (dioxane). The yield is 77.0%. As a reaction SMILES: [OH-].[Na+].[OH:3][CH:4]([C:25]1[C:34]2[C:29](=[CH:30][CH:31]=[C:32]([O:35][CH3:36])[CH:33]=2)[N:28]=[CH:27][C:26]=1[Cl:37])[CH2:5][CH2:6][CH:7]1[CH2:12][CH2:11][N:10]([CH2:13][CH2:14][S:15][C:16]2[S:17][CH:18]=[CH:19][CH:20]=2)[CH2:9][CH:8]1[C:21]([O:23]C)=[O:22]>O1CCOCC1>[OH:3][CH:4]([C:25]1[C:34]2[C:29](=[CH:30][CH:31]=[C:32]([O:35][CH3:36])[CH:33]=2)[N:28]=[CH:27][C:26]=1[Cl:37])[CH2:5][CH2:6][CH:7]1[CH2:12][CH2:11][N:10]([CH2:13][CH2:14][S:15][C:16]2[S:17][CH:18]=[CH:19][CH:20]=2)[CH2:9][CH:8]1[C:21]([OH:23])=[O:22] |f:0.1|. Run at temperature 70 celsius, time 12 hour. Reported procedure: 2.7 cm3 of a 1 N aqueous sodium hydroxide solution are added to 480 mg of methyl 4-[3-hydroxy-3-(3-chloro-6-methoxyquinolin-4-yl)propyl]-1-[2-(2-thienylsulfanyl)ethyl]piperidine-3-carboxylate (ester isomer A) solubilized in 10 cm3 of dioxane. The reaction medium is then heated at 70° C. for 5 h 30 min. The temperature is then allowed to return to 19° C. for 12 hours. Evaporation is carried out under reduced pressure (20 kPa; 45° C.). The residue is taken up in 25 cm3 of distilled water and then ... Starting materials: C(C1=CC=CC=C1)(=O)OCC=1SC=C(N1)\C=C\C=1C(=NN(C1)C1=CC=CC=C1)OCC1=CC(=C(C=C1)OCC=1N=C(OC1C)C1=CC=C(C=C1)CC(=O)OCC)OC ({4-[(E)-2-(3-{[4-({2-[4-(2-ethoxy-2-oxoethyl)phenyl]-5-methyl-1,3-oxazol-4-yl}methoxy)-3-methoxybenzyl]oxy}-1-phenyl-1H-pyrazol-4-yl)ethenyl]-1,3-thiazol-2-yl}methyl benzoate), O1CCCC1 (tetrahydrofuran), [OH-].[Na+] (sodium hydroxide), Cl (hydrochloric acid). Solvent: C(C)O (ethanol), O (water). Run at temperature 50 celsius, time 20 hour. Product: OCC=1SC=C(N1)/C=C/C=1C(=NN(C1)C1=CC=CC=C1)OCC1=CC(=C(OCC=2N=C(OC2C)C2=CC=C(C=C2)CC(=O)O)C=C1)OC ((4-{4-[(4-{[(4-{(E)-2-[2-(hydroxymethyl)-1,3-thiazol-4-yl]ethenyl}-1-phenyl-1H-pyrazol-3-yl)oxy]methyl}-2-methoxyphenoxy)methyl]-5-methyl-1,3-oxazol-2-yl}phenyl)acetic acid). Isolated yield 95.9%. Reaction SMILES: C([O:9][CH2:10][C:11]1[S:12][CH:13]=[C:14](/[CH:16]=[CH:17]/[C:18]2[C:19]([O:29][CH2:30][C:31]3[CH:36]=[CH:35][C:34]([O:37][CH2:38][C:39]4[N:40]=[C:41]([C:45]5[CH:50]=[CH:49][C:48]([CH2:51][C:52]([O:54]CC)=[O:53])=[CH:47][CH:46]=5)[O:42][C:43]=4[CH3:44])=[C:33]([O:57][CH3:58])[CH:32]=3)=[N:20][N:21]([C:23]3[CH:28]=[CH:27][CH:26]=[CH:25][CH:24]=3)[CH:22]=2)[N:15]=1)(=O)C1C=CC=CC=1.O1CCCC1.[OH-].[Na+].Cl>O.C(O)C>[OH:9][CH2:10][C:11]1[S:12][CH:13]=[C:14](/[CH:16]=[CH:17]/[C:18]2[C:19]([O:29][CH2:30][C:31]3[CH:36]=[CH:35][C:34]([O:37][CH2:38][C:39]4[N:40]=[C:41]([C:45]5[CH:46]=[CH:47][C:48]([CH2:51][C:52]([OH:54])=[O:53])=[CH:49][CH:50]=5)[O:42][C:43]=4[CH3:44])=[C:33]([O:57][CH3:58])[CH:32]=3)=[N:20][N:21]([C:23]3[CH:28]=[CH:27][CH:26]=[CH:25][CH:24]=3)[CH:22]=2)[N:15]=1 |f:2.3|. Procedure: To a mixture of {4-[(E)-2-(3-{[4-({2-[4-(2-ethoxy-2-oxoethyl)phenyl]-5-methyl-1,3-oxazol-4-yl}methoxy)-3-methoxybenzyl]oxy}-1-phenyl-1H-pyrazol-4-yl)ethenyl]-1,3-thiazol-2-yl}methyl benzoate (0.5 g), tetrahydrofuran (6 mL) and ethanol (3 mL) was added 1N aqueous sodium hydroxide solution (3 mL), and the mixture was stirred at 50° C. for 20 hrs. To the reaction mixture were added 1N hydrochloric acid (3 mL) and water, and the mixture was extracted with ethyl acetate. The ethyl acetate layer was w...